From a dataset of the Open Reaction Database (ORD), a public repository of structured organic reaction records. describe an organic reaction: reactants, conditions, products, and yield Starting materials: CC(=O)c1ccccc1F, O, O=[N+]([O-])O, O=S(=O)(O)O. The product is CC(=O)c1cc([N+](=O)[O-])ccc1F. As a reaction SMILES: [F:6][c:7]1[c:8]([C:13]([CH3:14])=[O:15])[cH:9][cH:10][cH:11][cH:12]1.[OH2:20].[OH:16][N+:17]([O-:18])=[O:19].[S:1](=[O:2])(=[O:3])([OH:4])[OH:5]>>[F:6][c:7]1[c:8]([C:13]([CH3:14])=[O:15])[cH:9][c:10]([N+:17](=[O:16])[O-:18])[cH:11][cH:12]1.